Dataset: the Open Reaction Database (ORD), a public repository of structured organic reaction records. Task: describe an organic reaction: reactants, conditions, products, and yield The reactants are CCOC(=O)c1cn(CCCl)c2cc(Cl)c(F)cc2c1=O, CS(C)=O. Product: C=Cn1cc(C(=O)OCC)c(=O)c2cc(F)c(Cl)cc21. As a reaction SMILES: [CH2:1]([CH3:2])[O:3][C:4](=[O:5])[c:6]1[cH:7][n:8]([CH2:19][CH2:20][Cl:21])[c:9]2[cH:10][c:11]([Cl:18])[c:12]([F:17])[cH:13][c:14]2[c:15]1=[O:16].[CH3:22][S:23](=[O:24])[CH3:25]>>[CH2:1]([CH3:2])[O:3][C:4](=[O:5])[c:6]1[cH:7][n:8]([CH:19]=[CH2:20])[c:9]2[cH:10][c:11]([Cl:18])[c:12]([F:17])[cH:13][c:14]2[c:15]1=[O:16]. Procedure details: A mixture of 1-tent-butoxy-N,N,N′,N′-tetramethylmethanediamine (300 mL, 1452.80 mmol) and 2-methyl-6-nitrobenzonitrile (75 g, 462.55 mmol) was heated at 100° C. for 4 hours. The mixture was evaporated and the residue stirred vigorously in isohexane (1500 mL) for 2 hours. The mixture was filtered and the residue washed with isohexane (2×500 mL) and then air-dried to afford (E)-2-(2-(dimethylamino)vinyl)-6-nitrobenzonitrile (96 g, 95% yield); 1H NMR spectrum (300 MHz, CDCl3): δ 2.98 (6H, s), 5.52 ... Isolated yield 90.1%. RXN SMILES: S(=O)(=O)(O)O.[CH3:6][NH:7]/[CH:8]=[CH:9]/[C:10]1[CH:17]=[CH:16][CH:15]=[C:14]([N+:18]([O-:20])=[O:19])[C:11]=1[C:12]#[N:13].C(O[BH-](OC(=O)C)OC(=O)C)(=O)C.[Na+].[OH-].[Na+]>COCCOC.O>[CH3:6][N:7]1[CH2:8][CH2:9][C:10]2[C:11](=[C:14]([N+:18]([O-:20])=[O:19])[CH:15]=[CH:16][CH:17]=2)[C:12]1=[NH:13] |f:2.3,4.5|. Run at temperature -10 celsius, time 10 minute. The product is CN1C(C2=C(C=CC=C2CC1)[N+](=O)[O-])=N (2-methyl-8-nitro-3,4-dihydroisoquinolin-1(2H)-imine). Reactants: solution, S(O)(O)(=O)=O (Sulfuric acid), CN/C=C/C1=C(C#N)C(=CC=C1)[N+](=O)[O-] ((E)-2-(2-(methylamino)vinyl)-6-nitrobenzonitrile), C(C)(=O)O[BH-](OC(C)=O)OC(C)=O.[Na+] (sodium triacetoxyborohydride), [OH-].[Na+] (NaOH). Solvent: COCCOC (DME), O (water).